Dataset: the Open Reaction Database (ORD), a public repository of structured organic reaction records. Task: describe an organic reaction: reactants, conditions, products, and yield Starting materials: [N+](=O)([O-])C=1C=C(C=CC1)CC(=O)N[C@@H](C)C(=O)O (N-(3-nitrophenylacetyl)-L-alanine), solid, NC(C(=O)OC)CC1=CC(=CC=C1)O (methyl 2-amino-3-(3-hydroxyphenyl)propionate). The solvent is CCOC(=O)C (EtOAc). Yields the product [N+](=O)([O-])C=1C=C(C=CC1)CC(=O)N[C@@H](C)C(=O)NC(C(=O)OC)CC1=CC(=CC=C1)O (Methyl N-[N-(3-nitrophenylacetyl)-L-alaninyl]-2-amino-3-(3-hydroxyphenyl)propionate). RXN SMILES: [N+:1]([C:4]1[CH:5]=[C:6]([CH2:10][C:11]([NH:13][C@H:14]([C:16]([OH:18])=O)[CH3:15])=[O:12])[CH:7]=[CH:8][CH:9]=1)([O-:3])=[O:2].[NH2:19][CH:20]([CH2:25][C:26]1[CH:31]=[CH:30][CH:29]=[C:28]([OH:32])[CH:27]=1)[C:21]([O:23][CH3:24])=[O:22]>CCOC(C)=O>[N+:1]([C:4]1[CH:5]=[C:6]([CH2:10][C:11]([NH:13][C@H:14]([C:16]([NH:19][CH:20]([CH2:25][C:26]2[CH:31]=[CH:30][CH:29]=[C:28]([OH:32])[CH:27]=2)[C:21]([O:23][CH3:24])=[O:22])=[O:18])[CH3:15])=[O:12])[CH:7]=[CH:8][CH:9]=1)([O-:3])=[O:2]. Reported procedure: Following General Procedure C and using N-(3-nitrophenylacetyl)-L-alanine (prepared from 3-nitrophenylacetic acid (Aldrich) and L-alanine ethyl ester hydrochloride (Sigma) using General Procedure C, followed by hydrolysis using General Procedure AF) and methyl 2-amino-3-(3-hydroxyphenyl)propionate (prepared from 2-amino-3-(3-hydroxyphenyl)propionate (Biosynth AG, Switzerland) and methanol using General Procedure H), the title compound was prepared as a solid (mp=155-159° C.). The reaction was mo... Starting materials: BrC1=NN=C(N1C=1SC(=CC1C(C1=C(C=CC=C1)Cl)=O)CC)CNC(=O)C=1N(C2=CC=CC=C2C1)CC(=O)OCC (Ethyl 2-(3-bromo-4-(3-(2-chlorobenzoyl)-5-ethylthiophen-2-yl) [1,2,4]triazol-5-ylmethylcarbamoyl)indole-1-acetate), [OH-].[Na+] (sodium hydroxide), C(CC(O)(C(=O)O)CC(=O)O)(=O)O (citric acid). The solvent is C(C)O (ethanol). Reaction conditions: time 1 hour. Product: BrC1=NN=C(N1C=1SC(=CC1C(C1=C(C=CC=C1)Cl)=O)CC)CNC(=O)C=1N(C2=CC=CC=C2C1)CC(=O)O (2-(3-bromo-4-(3-(2-chlorobenzoyl)-5-ethylthiophen-2-yl) [1,2,4]triazol-5-ylmethylcarbamoyl)indole-1-acetic acid). Reaction SMILES: [Br:1][C:2]1[N:6]([C:7]2[S:8][C:9]([CH2:21][CH3:22])=[CH:10][C:11]=2[C:12](=[O:20])[C:13]2[CH:18]=[CH:17][CH:16]=[CH:15][C:14]=2[Cl:19])[C:5]([CH2:23][NH:24][C:25]([C:27]2[N:28]([CH2:36][C:37]([O:39]CC)=[O:38])[C:29]3[C:34]([CH:35]=2)=[CH:33][CH:32]=[CH:31][CH:30]=3)=[O:26])=[N:4][N:3]=1.[OH-].[Na+].C(O)(=O)CC(CC(O)=O)(C(O)=O)O>C(O)C>[Br:1][C:2]1[N:6]([C:7]2[S:8][C:9]([CH2:21][CH3:22])=[CH:10][C:11]=2[C:12](=[O:20])[C:13]2[CH:18]=[CH:17][CH:16]=[CH:15][C:14]=2[Cl:19])[C:5]([CH2:23][NH:24][C:25]([C:27]2[N:28]([CH2:36][C:37]([OH:39])=[O:38])[C:29]3[C:34]([CH:35]=2)=[CH:33][CH:32]=[CH:31][CH:30]=3)=[O:26])=[N:4][N:3]=1 |f:1.2|. Procedure: Ethyl 2-(3-bromo-4-(3-(2-chlorobenzoyl)-5-ethylthiophen-2-yl) [1,2,4]triazol-5-ylmethylcarbamoyl)indole-1-acetate and a 2M aqueous sodium hydroxide solution are added to ethanol, and the mixture is refluxed with stirring for 1 hour. An aqueous citric acid solution is added to adjust the reaction mixture to pH 3 to give 2-(3-bromo-4-(3-(2-chlorobenzoyl)-5-ethylthiophen-2-yl) [1,2,4]triazol-5-ylmethylcarbamoyl)indole-1-acetic acid. The reactants are CC(=O)OC(C)=O, CCO, NCC12CC(c3ccccc31)c1ccccc12, O. Product: CC(=O)NCC12CC(c3ccccc31)c1ccccc12. Reaction SMILES: [CH3:18][C:19](=[O:20])[O:21][C:22](=[O:23])[CH3:24].[CH3:25][CH2:26][OH:27].[NH2:1][CH2:2][C:3]12[c:4]3[cH:5][cH:6][cH:7][cH:8][c:9]3[CH:10]([c:11]3[cH:12][cH:13][cH:14][cH:15][c:16]31)[CH2:17]2.[OH2:28]>>[NH:1]([CH2:2][C:3]12[c:4]3[cH:5][cH:6][cH:7][cH:8][c:9]3[CH:10]([c:11]3[cH:12][cH:13][cH:14][cH:15][c:16]31)[CH2:17]2)[C:19]([CH3:18])=[O:20]. The reactants are Cl.C(C)(C)C=1C=C(C=CC1)[C@H](C)N ((S)-1-(3-isopropylphenyl)ethanamine hydrochloride), COC([C@@H](C(C)C)OC=1C=C(CN2C(=C(C3=CC(=CC=C23)C(=O)O)C)C)C=CC1)=O ((R)-1-(3-((1-methoxy-3-methyl-1-oxobutan-2-yl)oxy)benzyl)-2,3-dimethyl-1H-indole-5-carboxylic acid). Yields the product C(C)(C)C=1C=C(C=CC1)[C@H](C)NC(=O)C=1C=C2C(=C(N(C2=CC1)CC=1C=C(O[C@@H](C(=O)OC)C(C)C)C=CC1)C)C ((R)-Methyl 2-(3-((5-(((S)-1-(3-isopropylphenyl)ethyl)carbamoyl)-2,3-dimethyl-1H-indol-1-yl)methyl)phenoxy)-3-methylbutanoate). RXN SMILES: Cl.[CH:2]([C:5]1[CH:6]=[C:7]([C@@H:11]([NH2:13])[CH3:12])[CH:8]=[CH:9][CH:10]=1)([CH3:4])[CH3:3].[CH3:14][O:15][C:16](=[O:43])[C@H:17]([O:21][C:22]1[CH:23]=[C:24]([CH:40]=[CH:41][CH:42]=1)[CH2:25][N:26]1[C:34]2[C:29](=[CH:30][C:31]([C:35](O)=[O:36])=[CH:32][CH:33]=2)[C:28]([CH3:38])=[C:27]1[CH3:39])[CH:18]([CH3:20])[CH3:19]>>[CH:2]([C:5]1[CH:6]=[C:7]([C@@H:11]([NH:13][C:35]([C:31]2[CH:30]=[C:29]3[C:34](=[CH:33][CH:32]=2)[N:26]([CH2:25][C:24]2[CH:23]=[C:22]([CH:42]=[CH:41][CH:40]=2)[O:21][C@H:17]([CH:18]([CH3:20])[CH3:19])[C:16]([O:15][CH3:14])=[O:43])[C:27]([CH3:39])=[C:28]3[CH3:38])=[O:36])[CH3:12])[CH:8]=[CH:9][CH:10]=1)([CH3:4])[CH3:3] |f:0.1|. Procedure: The title compound was prepared following the same protocol as described in Step 5, Example 36, using the (S)-1-(3-isopropylphenyl)ethanamine hydrochloride instead of the (S)-1-(3-cyclopropylphenyl)ethanamine hydrochloride and the (R)-1-(3-((1-methoxy-3-methyl-1-oxobutan-2-yl)oxy)benzyl)-2,3-dimethyl-1H-indole-5-carboxylic acid instead of the 1-(4-(2-methoxy-2-oxoethoxy)benzyl)-2,3-dimethyl-1H-indole-5-carboxylic acid. The reactants are ClC1=C(C#N)C=CC(=C1)O (2-chloro-4-hydroxybenzonitrile), ClC1=CC(=C(C=C1CC=1SC(=NN1)C=1OC=CC1)[C@@H]1O[C@@H]([C@H]([C@@H]([C@H]1O)O)O)CO)OC ((2S,3R,4R,5S,6R)-2-(4-Chloro-5-((5-(furan-2-yl)-1,3,4-thiadiazol-2-yl)methyl)-2-methoxyphenyl)-6-(hydroxymethyl)-tetrahydro-2H-pyran-3,4,5-triol), OS(=O)(=O)C(F)(F)F (triflic acid), C1CC(=O)N(C1=O)Br (NBS). The solvent is C(C)#N (acetonitrile). Conditions: time 8 hour. The product is BrC=1C(=CC(=C(C#N)C1)Cl)O (5-Bromo-2-chloro-4-hydroxybenzonitrile). The yield is 64.8%. Reaction SMILES: [Cl:1][C:2]1[CH:9]=[C:8]([OH:10])[CH:7]=[CH:6][C:3]=1[C:4]#[N:5].ClC1C(CC2SC(C3OC=CC=3)=NN=2)=CC([C@H]2[C@H](O)[C@@H](O)[C@H](O)[C@@H](CO)O2)=C(OC)C=1.OS(C(F)(F)F)(=O)=O.C1C(=O)N([Br:57])C(=O)C1>C(#N)C>[Br:57][C:7]1[C:8]([OH:10])=[CH:9][C:2]([Cl:1])=[C:3]([CH:6]=1)[C:4]#[N:5]. Procedure details: To a solution of 2-chloro-4-hydroxybenzonitrile (compound 86, 10.0 g, 65.1 mmol) in acetonitrile (200 mL) was added triflic acid (10.0 mL, 71.6 mmol) and NBS (16.2 g, 91.2 mmol) at −30° C. The solution was allowed to warm up to room temperature and stirred overnight prior to quenching with saturated sodium bisulfite. The mixture was diluted with water and extracted with EtOAc. The organic layer was dried over anhydrous MgSO4, filtered and concentrated in vacuo. The crude residue was purified by ... The reactants are O1C(=CC=C1)C(CC1=CC(=CC=C1)OC)=O (1-(Furan-2-yl)-2-(3-methoxyphenyl)ethan-1-one), [BH4-].[Na+] (NaBH4). Solvent: CO (MeOH). Yields the product O1C(=CC=C1)C(CC1=CC(=CC=C1)OC)O (1-(furan-2-yl)-2-(3-methoxyphenyl)ethan-1-ol). RXN SMILES: [O:1]1[CH:5]=[CH:4][CH:3]=[C:2]1[C:6](=[O:16])[CH2:7][C:8]1[CH:13]=[CH:12][CH:11]=[C:10]([O:14][CH3:15])[CH:9]=1.[BH4-].[Na+]>CO>[O:1]1[CH:5]=[CH:4][CH:3]=[C:2]1[CH:6]([OH:16])[CH2:7][C:8]1[CH:13]=[CH:12][CH:11]=[C:10]([O:14][CH3:15])[CH:9]=1 |f:1.2|. Reported procedure: 1-(Furan-2-yl)-2-(3-methoxyphenyl)ethan-1-one (20 g, 92.56 mmol) was dissolved in MeOH (200 mL), and NaBH4 (3.5 g, 92.52 mmol) was slowly added to the solution at 5° C. After the reaction was completed, the solution was quenched with H2O, and the MeOH was evaporated. The residue was extracted with EtOAc and the organic layer was washed with brine, dried over MgSO4, and evaporated to give the 1-(furan-2-yl)-2-(3-methoxyphenyl)ethan-1-ol as yellow oil: 20 g (crude yield: 98%)